From a dataset of the Open Reaction Database (ORD), a public repository of structured organic reaction records. describe an organic reaction: reactants, conditions, products, and yield Starting materials: N1=C(C=CC=C1)CCl (2-picolyl chloride), CNCCO (2-(methylamino)ethanol). Yields the product CN(CC1=NC=CC=C1)CCO (2-[N-Methyl-N-(2-pyridylmethyl)amino]ethanol). As a reaction SMILES: [N:1]1[CH:6]=[CH:5][CH:4]=[CH:3][C:2]=1[CH2:7]Cl.[CH3:9][NH:10][CH2:11][CH2:12][OH:13]>>[CH3:9][N:10]([CH2:11][CH2:12][OH:13])[CH2:7][C:2]1[CH:3]=[CH:4][CH:5]=[CH:6][N:1]=1. Procedure: The title compound was prepared from 2-picolyl chloride (3 g) and 2-(methylamino)ethanol (19 ml) by an analogous procedure to that described in preparation 1. Reactants: C(CC)N (n-Propylamine), ClC1=C(OCCBr)C(=CC(=C1)SCC(F)(F)F)Cl (2-[2,6-dichoro-4-(2,2,2-trifluoroethylthio)-phenoxy]-ethyl bromide). RXN SMILES: [CH2:1]([NH2:4])[CH2:2][CH3:3].[Cl:5][C:6]1[CH:15]=[C:14]([S:16][CH2:17][C:18]([F:21])([F:20])[F:19])[CH:13]=[C:12]([Cl:22])[C:7]=1[O:8][CH2:9][CH2:10]Br>>[Cl:22][C:12]1[CH:13]=[C:14]([S:16][CH2:17][C:18]([F:20])([F:21])[F:19])[CH:15]=[C:6]([Cl:5])[C:7]=1[O:8][CH2:9][CH2:10][NH:4][CH2:1][CH2:2][CH3:3]. Reaction conditions: time 8 hour. Isolated yield 96.2%. Reported procedure: 5 g of n-Propylamine were added to 2.38 g of 2-[2,6-dichoro-4-(2,2,2-trifluoroethylthio)-phenoxy]-ethyl bromide, and the mixture was stirred at room temperature for 8 hours and then under reflux for 3 hours. The excess of n-propylamine was evaporated. To the residue were added 20 ml of water, 20 ml of a 5% aqueous solution of potassium hydroxide and 100 ml of toluene. The mixture was stirred, and the organic layer was separated, washed with water and dried over anhydrous sodium sulfate. Low-boil... Yields the product ClC1=C(OCCNCCC)C(=CC(=C1)SCC(F)(F)F)Cl (N-{2-[2,6-dichloro-4-(2,2,2-trifluoroethylthio)-phenoxy]-ethyl}-N-(propyl)amine). Starting materials: C(C)OCC (diethyl ether), C(C1=CC=CC=C1)OC([C@H]1N(CCC1)C([C@@H](NC(=O)OC(C)(C)C)CC=1N=CSC1)=O)=O (N-(tert-butyloxycarbonyl)-3-(4-thiazolyl)-L-alanyl-L-proline benzyl ester), Cl (hydrogen chloride). The solvent is C(C)(=O)OCC (ethyl acetate), C(C)(=O)OCC (ethyl acetate). Run at time 3 hour. Product: Cl.C(C1=CC=CC=C1)OC([C@H]1N(CCC1)C([C@@H](N)CC=1N=CSC1)=O)=O (3-(4-thiazolyl)-L-alanyl-L-proline benzyl ester hydrochloride). Reaction SMILES: [CH2:1]([O:8][C:9](=[O:32])[C@@H:10]1[CH2:14][CH2:13][CH2:12][N:11]1[C:15](=[O:31])[C@H:16]([CH2:25][C:26]1[N:27]=[CH:28][S:29][CH:30]=1)[NH:17]C(OC(C)(C)C)=O)[C:2]1[CH:7]=[CH:6][CH:5]=[CH:4][CH:3]=1.[ClH:33].C(OCC)C>C(OCC)(=O)C>[ClH:33].[CH2:1]([O:8][C:9](=[O:32])[C@@H:10]1[CH2:14][CH2:13][CH2:12][N:11]1[C:15](=[O:31])[C@H:16]([CH2:25][C:26]1[N:27]=[CH:28][S:29][CH:30]=1)[NH2:17])[C:2]1[CH:3]=[CH:4][CH:5]=[CH:6][CH:7]=1 |f:4.5|. Procedure details: To a solution of the compound (30) (3 g, 6.528 mmol) in ethyl acetate (10 ml) was added a solution of 4N hydrogen chloride in ethyl acetate (33 ml) under ice-cooling and the resulting mixture was stirred for 3 h. To the reaction mixture was added diethyl ether and the precipitation which apl)eare(d was filtered off to give 2.77 g of compound (32). This compound was used in the next reaction without purification. Starting materials: O=C1NC(CCC1N1C(C2=CC=CC(=C2C1=O)NCC(=O)O)=O)=O ([2-(2,6-dioxopiperidin-3-yl)-1,3-dioxo-2,3-dihydro-1H-isoindol-4-ylamino]acetic acid), CN (methylamine), C=1C=CC2=C(C1)N=NN2O (HOBt), C1CCC2=NCCCN2CC1 (DBU). Solvent: CN(C)C=O (DMF), C(Cl)Cl (CH2Cl2). Conditions: time 8 hour. Yields the product O=C1NC(CCC1N1C(C2=CC=CC(=C2C1=O)NCC(=O)NC)=O)=O (2-[2-(2,6-DIOXOPIPERIDIN-3-YL)-1,3-DIOXO-2,3-DIHYDRO-1H-ISOINDOL-4-YLAMINO]-N-METHYLACETAMIDE). The yield is 65.3%. Reaction SMILES: O=C1[CH:7]([N:8]2[C:16](=[O:17])[C:15]3[C:10](=[CH:11][CH:12]=[CH:13][C:14]=3[NH:18][CH2:19][C:20]([OH:22])=O)[C:9]2=[O:23])[CH2:6][CH2:5][C:4](=[O:24])N1.C1C=CC2N([OH:34])N=NC=2C=1.C1C[CH2:44][N:43]2C(=NCCC2)CC1.[CH3:46][NH2:47]>CN(C=O)C.C(Cl)Cl>[O:34]=[C:46]1[CH:7]([N:8]2[C:16](=[O:17])[C:15]3[C:10](=[CH:11][CH:12]=[CH:13][C:14]=3[NH:18][CH2:19][C:20]([NH:43][CH3:44])=[O:22])[C:9]2=[O:23])[CH2:6][CH2:5][C:4](=[O:24])[NH:47]1. Reported procedure: To a stirred solution of [2-(2,6-dioxopiperidin-3-yl)-1,3-dioxo-2,3-dihydro-1H-isoindol-4-ylamino]acetic acid (0.73 g, 2.2 mmol) in DMF (20 mL), were successively added HOBt (0.32 g, 2.4 mmol), DBU (0.38 g, 2.5 mmol), methylamine (0.062 g, 2.0 mmol) and EDC-Cl (0.58 g, 3.0 mmol). The solution was stirred overnight at room temperature. The solvent was evaporated in vacuo, giving a yellow oil. The oil was dissolved in CH2Cl2 (100 mL), washed with water (3×50 mL) and brine (100 mL), and dried (MgSO... Reactants: OCCOCc1ccccc1, CCCCCC, O=Cc1c2ccccc2c(Cl)c2ccccc12, ClCCl. Yields the product O=Cc1c2ccccc2c(OCCOCc2ccccc2)c2ccccc12. As a reaction SMILES: [CH2:18]([c:19]1[cH:20][cH:21][cH:22][cH:23][cH:24]1)[O:25][CH2:26][CH2:27][OH:28].[CH3:32][CH2:33][CH2:34][CH2:35][CH2:36][CH3:37].[Cl:1][c:2]1[c:3]2[cH:4][cH:5][cH:6][cH:7][c:8]2[c:9]([CH:16]=[O:17])[c:10]2[cH:11][cH:12][cH:13][cH:14][c:15]12.[Cl:29][CH2:30][Cl:31]>>[c:2]1([O:28][CH2:27][CH2:26][O:25][CH2:18][c:19]2[cH:20][cH:21][cH:22][cH:23][cH:24]2)[c:3]2[cH:4][cH:5][cH:6][cH:7][c:8]2[c:9]([CH:16]=[O:17])[c:10]2[cH:11][cH:12][cH:13][cH:14][c:15]12.